Dataset: the Open Reaction Database (ORD), a public repository of structured organic reaction records. Task: describe an organic reaction: reactants, conditions, products, and yield Starting materials: Cl (hydrochloric acid), C1(CCCCC1)C(OC1=CC=C(C(=O)OC)C=C1)C1=C(OC(=C1)C1=CC=NC=C1)C (methyl 4-{cyclohexyl[2-methyl-5-(pyridin-4-yl)furan-3-yl]methoxy}benzoate), O (water), [OH-].[Na+] (sodium hydroxide). The solvent is CO (methanol), O1CCCC1 (tetrahydrofuran). Reaction conditions: temperature 60 celsius, time 2 hour. Yields the product C1(CCCCC1)C(OC1=CC=C(C(=O)O)C=C1)C1=C(OC(=C1)C1=CC=NC=C1)C (4-{cyclohexyl[2-methyl-5-(pyridin-4-yl)furan-3-yl]methoxy}benzoic acid). Isolated yield 45.0%. As a reaction SMILES: [CH:1]1([CH:7]([C:19]2[CH:23]=[C:22]([C:24]3[CH:29]=[CH:28][N:27]=[CH:26][CH:25]=3)[O:21][C:20]=2[CH3:30])[O:8][C:9]2[CH:18]=[CH:17][C:12]([C:13]([O:15]C)=[O:14])=[CH:11][CH:10]=2)[CH2:6][CH2:5][CH2:4][CH2:3][CH2:2]1.[OH-].[Na+].O.Cl>CO.O1CCCC1>[CH:1]1([CH:7]([C:19]2[CH:23]=[C:22]([C:24]3[CH:29]=[CH:28][N:27]=[CH:26][CH:25]=3)[O:21][C:20]=2[CH3:30])[O:8][C:9]2[CH:10]=[CH:11][C:12]([C:13]([OH:15])=[O:14])=[CH:17][CH:18]=2)[CH2:6][CH2:5][CH2:4][CH2:3][CH2:2]1 |f:1.2|. Procedure details: To a solution of cyclohexyl[2-methyl-5-(pyridin-4-yl)furan-3-yl]methanol (407 mg) obtained by the above-mentioned reaction and methyl 4-hydroxybenzoate (274 mg) in tetrahydrofuran (20 mL) were added tributylphosphine (0.7 mL) and 1,1′-(azodicarbonyl)dipiperidine (757 mg), and the mixture was stirred at room temperature overnight. The solvent was evaporated under reduced pressure, and the residue was purified by silica gel column (5% ethyl acetate/hexane to 30% ethyl acetate/hexane) to give methy... Reactants: COC1=CC=CC2=C1N=C(S2)N=C=O (4-Methoxybenzothiazol-2-yl isocyanate), dimethyl acetal, C(C)NCC=O (2-ethylaminoacetaldehyde). The solvent is C1=CC=CC=C1 (benzene). Reaction conditions: time 1 hour. Yields the product dimethyl acetal, C(C)N(C(=O)NC=1SC2=C(N1)C(=CC=C2)OC)CC=O (2-[1-ethyl-3-(4-methoxybenzothiazol-2-yl)ureido]acetaldehyde). As a reaction SMILES: [CH3:1][O:2][C:3]1[C:8]2[N:9]=[C:10]([N:12]=[C:13]=[O:14])[S:11][C:7]=2[CH:6]=[CH:5][CH:4]=1.[CH2:15]([NH:17][CH2:18][CH:19]=[O:20])[CH3:16]>C1C=CC=CC=1>[CH2:15]([N:17]([CH2:18][CH:19]=[O:20])[C:13]([NH:12][C:10]1[S:11][C:7]2[CH:6]=[CH:5][CH:4]=[C:3]([O:2][CH3:1])[C:8]=2[N:9]=1)=[O:14])[CH3:16]. Procedure details: 4-Methoxybenzothiazol-2-yl isocyanate dimer (0.1 mole), the dimethyl acetal of 2-ethylaminoacetaldehyde (0.2 mole) and benzene (100 ml) are charged into a glass reaction vessel equipped with a mechanical stirrer and thermometer. The reaction mixture is stirred at ambient temperatures for a period of about one hour. After this time the reaction mixture is filtered, and the filtrate is stripped of solvent to yield the desired product the dimethyl acetal of 2-[1-ethyl-3-(4-methoxybenzothiazol-2-yl)... The reactants are O=C([O-])[O-], CCOC(C)=O, NC1CCCC1, Cc1nc(-c2nn3ccccc3c2-c2ccnc(F)c2)cs1, [K+], [K+]. Yields the product Cc1nc(-c2nn3ccccc3c2-c2ccnc(NC3CCCC3)c2)cs1. RXN SMILES: [C:23](=[O:24])([O-:25])[O-:26].[CH3:35][CH2:36][O:37][C:38](=[O:39])[CH3:40].[CH:29]1([NH2:34])[CH2:30][CH2:31][CH2:32][CH2:33]1.[F:1][c:2]1[n:3][cH:4][cH:5][c:6](-[c:8]2[c:9](-[c:17]3[n:18][c:19]([CH3:22])[s:20][cH:21]3)[n:10][n:11]3[c:12]2[cH:13][cH:14][cH:15][cH:16]3)[cH:7]1.[K+:27].[K+:28]>>[c:2]1([NH:34][CH:29]2[CH2:30][CH2:31][CH2:32][CH2:33]2)[n:3][cH:4][cH:5][c:6](-[c:8]2[c:9](-[c:17]3[n:18][c:19]([CH3:22])[s:20][cH:21]3)[n:10][n:11]3[c:12]2[cH:13][cH:14][cH:15][cH:16]3)[cH:7]1. The reactants are CCOC(=O)N=C=S, CC#N, CN1CCN(c2nnc(N)s2)CC1, CN(C)C=O. Product: CN1CCN(c2nnc(NC(N)=S)s2)CC1. RXN SMILES: [CH2:1]([O:2][C:3](=[O:4])[N:6]=[C:7]=[S:8])[CH3:5].[CH3:22][C:23]#[N:24].[CH3:9][N:10]1[CH2:11][CH2:12][N:13]([c:16]2[n:17][n:18][c:19]([NH2:21])[s:20]2)[CH2:14][CH2:15]1.[O:25]=[CH:26][N:27]([CH3:28])[CH3:29]>>[NH2:6][C:7](=[S:8])[NH:21][c:19]1[n:18][n:17][c:16]([N:13]2[CH2:12][CH2:11][N:10]([CH3:9])[CH2:15][CH2:14]2)[s:20]1. The reactants are CC1=NOC(=C1C1=C(C=C2C(C(=CNC2=C1)C(=O)O)=O)OC)C (7-(3,5-Dimethyl-4-isoxazolyl)-6-(methyloxy)-4-oxo-1,4-dihydro-3-quinolinecarboxylic acid), Intermediate 5, C1(=CC=CC=C1)OC1=CC=CC=C1 (diphenyl ether). The solvent is C(C)OCC (diethyl ether). Conditions: time 30 minute. Yields the product CC1=NOC(=C1C1=C(C=C2C(C=CNC2=C1)=O)OC)C (7-(3,5-dimethyl-4-isoxazolyl)-6-(methyloxy)-4(1H)-quinolinone). Isolated yield 100.0%. As a reaction SMILES: [CH3:1][C:2]1[C:6]([C:7]2[CH:16]=[C:15]3[C:10]([C:11](=[O:20])[C:12](C(O)=O)=[CH:13][NH:14]3)=[CH:9][C:8]=2[O:21][CH3:22])=[C:5]([CH3:23])[O:4][N:3]=1.C1(OC2C=CC=CC=2)C=CC=CC=1>C(OCC)C>[CH3:1][C:2]1[C:6]([C:7]2[CH:16]=[C:15]3[C:10]([C:11](=[O:20])[CH:12]=[CH:13][NH:14]3)=[CH:9][C:8]=2[O:21][CH3:22])=[C:5]([CH3:23])[O:4][N:3]=1. Procedure: 7-(3,5-Dimethyl-4-isoxazolyl)-6-(methyloxy)-4-oxo-1,4-dihydro-3-quinolinecarboxylic acid (for a preparation see Intermediate 5) (8 g, 25.5 mmol) was added in small portions to refluxing diphenyl ether (150 ml) and the resulting solution was stirred for 30 min, then allowed to cool to 35° C. before addition of diethyl ether (200 ml). The resulting suspension was filtered and the solid product washed with ether (100 ml) to give 7-(3,5-dimethyl-4-isoxazolyl)-6-(methyloxy)-4(1H)-quinolinone (6.9 g, ...